This data is from the Open Reaction Database (ORD), a public repository of structured organic reaction records. The task is: describe an organic reaction: reactants, conditions, products, and yield Reactants: F[B-](F)(F)F, COC(=O)CCNC(C)C, CCN(C(C)C)C(C)C, COc1cc(Cl)cc(C(=O)O)c1, CN(C)C=O, CN(C)C(On1nnc2ccccc21)=[N+](C)C. Yields the product COC(=O)CCN(C(=O)c1cc(Cl)cc(OC)c1)C(C)C. As a reaction SMILES: [B-:13]([F:14])([F:15])([F:16])[F:17].[CH3:44][O:45][C:46]([CH2:47][CH2:48][NH:49][CH:50]([CH3:51])[CH3:52])=[O:53].[CH:35]([N:36]([CH2:37][CH3:38])[CH:39]([CH3:40])[CH3:41])([CH3:42])[CH3:43].[Cl:1][c:2]1[cH:3][c:4]([C:5](=[O:6])[OH:7])[cH:8][c:9]([O:11][CH3:12])[cH:10]1.[O:54]=[CH:55][N:56]([CH3:57])[CH3:58].[n:18]1([O:19][C:20]([N:21]([CH3:22])[CH3:23])=[N+:24]([CH3:25])[CH3:26])[c:27]2[cH:28][cH:29][cH:30][cH:31][c:32]2[n:33][n:34]1>>[Cl:1][c:2]1[cH:3][c:4]([C:5](=[O:7])[N:49]([CH2:48][CH2:47][C:46]([O:45][CH3:44])=[O:53])[CH:50]([CH3:51])[CH3:52])[cH:8][c:9]([O:11][CH3:12])[cH:10]1. Starting materials: Fc1cccc2ncnc(Nc3ccc(OCc4ccccn4)c(Cl)c3)c12, CC(O)CN. The product is CC(CN)Oc1cccc2ncnc(Nc3ccc(OCc4ccccn4)c(Cl)c3)c12. RXN SMILES: [F:6][c:7]1[c:8]2[c:9]([NH:17][c:18]3[cH:19][c:20]([Cl:32])[c:21]([O:24][CH2:25][c:26]4[n:27][cH:28][cH:29][cH:30][cH:31]4)[cH:22][cH:23]3)[n:10][cH:11][n:12][c:13]2[cH:14][cH:15][cH:16]1.[NH2:1][CH2:2][CH:3]([CH3:4])[OH:5]>>[NH2:1][CH2:2][CH:3]([CH3:4])[O:5][c:7]1[c:8]2[c:9]([NH:17][c:18]3[cH:19][c:20]([Cl:32])[c:21]([O:24][CH2:25][c:26]4[n:27][cH:28][cH:29][cH:30][cH:31]4)[cH:22][cH:23]3)[n:10][cH:11][n:12][c:13]2[cH:14][cH:15][cH:16]1. Reactants: C(C1=CC=CC=C1)N1CCC(CC1)C(=O)O (1-benzylpiperidine-4-carboxylic acid), CN (methylamine), solution, C(C)N=C=NCCCN(C)C (1-ethyl-3-(3-dimethylaminopropyl)carbodiimide), ON1N=NC2=C1C=CC=C2 (1-hydroxybenzotriazole), C(=O)(O)[O-].[Na+] (NaHCO3). The solvent is C1CCOC1 (THF), CN(C)C=O (DMF). Run at time 3 hour. The product is CNC(=O)C1CCN(CC1)CC1=CC=CC=C1 (1-benzyl-piperidine-4-carboxylic acid methylamide). As a reaction SMILES: [CH2:1]([N:8]1[CH2:13][CH2:12][CH:11]([C:14]([OH:16])=O)[CH2:10][CH2:9]1)[C:2]1[CH:7]=[CH:6][CH:5]=[CH:4][CH:3]=1.CN.[CH2:19]([N:21]=C=NCCCN(C)C)C.ON1C2C=CC=CC=2N=N1.C([O-])(O)=O.[Na+]>C1COCC1.CN(C=O)C>[CH3:19][NH:21][C:14]([CH:11]1[CH2:12][CH2:13][N:8]([CH2:1][C:2]2[CH:7]=[CH:6][CH:5]=[CH:4][CH:3]=2)[CH2:9][CH2:10]1)=[O:16] |f:4.5|. Reported procedure: A mixture of 1-benzylpiperidine-4-carboxylic acid (1 g, 4.56 mmol), methylamine (9.12 ml of a 2N solution in THF, 18.2 mmol), 1-ethyl-3-(3-dimethylaminopropyl)carbodiimide (1.75 g, 9.1 mmol) and 1-hydroxybenzotriazole (0.7 g, 4.56 mmol) in 10 ml DMF was stirred at rt for 3 h. The reaction mixture was poured on saturated aqueous NaHCO3 and extracted with ethyl acetate. The organic layer was washed with NaHCO3 solution and brine, dried (Na2 SO4) and evaporated. Drying in vacuo gave a colorless sol... Starting materials: C(C)OC([C@H](CC1=CC=C(C=C1)OCCCBr)OC)=O ((2S)-3-[4-(3-bromo-propoxy)-phenyl]-2-methoxy-propionic acid ethyl ester), N1=CC=CC2=CC(=CC=C12)O (quinolin-6-ol), CO[C@H](C(=O)O)CC1=CC=C(C=C1)OCCCOC1=CC=CC=C1 ((2S)-2-methoxy-3-[4-(3-phenoxy-propoxy)-phenyl]-propionic acid). Yields the product CO[C@H](C(=O)O)CC1=CC=C(C=C1)OCCCOC=1C=C2C=CC=NC2=CC1 ((2S)-2-methoxy-3-{4-[3-(quinolin-6-yloxy)-propoxy]-phenyl}-propionic acid). Reaction SMILES: C([O:3][C:4](=[O:20])[C@@H:5]([O:18][CH3:19])[CH2:6][C:7]1[CH:12]=[CH:11][C:10]([O:13][CH2:14][CH2:15][CH2:16]Br)=[CH:9][CH:8]=1)C.[N:21]1[C:30]2[C:25](=[CH:26][C:27]([OH:31])=[CH:28][CH:29]=2)[CH:24]=[CH:23][CH:22]=1.CO[C@@H](CC1C=CC(OCCCOC2C=CC=CC=2)=CC=1)C(O)=O>>[CH3:19][O:18][C@@H:5]([CH2:6][C:7]1[CH:8]=[CH:9][C:10]([O:13][CH2:14][CH2:15][CH2:16][O:31][C:27]2[CH:26]=[C:25]3[C:30](=[CH:29][CH:28]=2)[N:21]=[CH:22][CH:23]=[CH:24]3)=[CH:11][CH:12]=1)[C:4]([OH:3])=[O:20]. Procedure details: The title compound was prepared from (2S)-3-[4-(3-bromo-propoxy)-phenyl]-2-methoxy-propionic acid ethyl ester (Example 284, Step 2) and quinolin-6-ol via the same procedure used for the preparation of (2S)-2-methoxy-3-[4-(3-phenoxy-propoxy)-phenyl]-propionic acid (Example 285, Step 1), to produce a colorless oil. MS (ES) for C22H23NO5 [M+H]+: 382.4.